From a dataset of the Open Reaction Database (ORD), a public repository of structured organic reaction records. describe an organic reaction: reactants, conditions, products, and yield Starting materials: ClC=1N=C(C2=C(N1)C(=NC=N2)N(CC=2C=NC=CC2)C)N2CCS(CC2)=O (2-chloro-8-[N-methyl-N-(3-picolyl)-amino]-4-(1-oxidothiomorpholino)-pyrimido[5,4-d]pyrimidine), OCCN (2-hydroxyethyl-amine). Product: OCCNC=1N=C(C2=C(N1)C(=NC=N2)N(CC=2C=NC=CC2)C)N2CCS(CC2)=O (2-(2-Hydroxyethyl-amino)-8-[N-methyl-N-(3-picolyl)-amino]4-(1-oxido-thiomorpholino)-pyrimido[5,4-d]pyrimidine). RXN SMILES: Cl[C:2]1[N:3]=[C:4]([N:21]2[CH2:26][CH2:25][S:24](=[O:27])[CH2:23][CH2:22]2)[C:5]2[N:11]=[CH:10][N:9]=[C:8]([N:12]([CH3:20])[CH2:13][C:14]3[CH:15]=[N:16][CH:17]=[CH:18][CH:19]=3)[C:6]=2[N:7]=1.[OH:28][CH2:29][CH2:30][NH2:31]>>[OH:28][CH2:29][CH2:30][NH:31][C:2]1[N:3]=[C:4]([N:21]2[CH2:22][CH2:23][S:24](=[O:27])[CH2:25][CH2:26]2)[C:5]2[N:11]=[CH:10][N:9]=[C:8]([N:12]([CH3:20])[CH2:13][C:14]3[CH:15]=[N:16][CH:17]=[CH:18][CH:19]=3)[C:6]=2[N:7]=1. Procedure details: This compound was prepared analogous to Example 2 from 2-chloro-8-[N-methyl-N-(3-picolyl)-amino]-4-(1-oxidothiomorpholino)-pyrimido[5,4-d]pyrimidine (melting point: 154°-156° C.) and 2-hydroxyethyl-amine. Reactants: B, C=CCc1cc(-c2cc(CC)cc(CC=C)c2O)cc(C(C)=O)c1O, CN, Cl, [Na+], [Na], O, O=C([O-])O. Yields the product C=CCc1cc(CC)cc(-c2cc(CC=C)c(O)c(C(C)NC)c2)c1O. Reaction SMILES: [BH3:28].[C:1]([CH3:2])(=[O:3])[c:4]1[c:5]([OH:25])[c:6]([CH2:22][CH:23]=[CH2:24])[cH:7][c:8](-[c:10]2[c:11]([OH:21])[c:12]([CH2:18][CH:19]=[CH2:20])[cH:13][c:14]([CH2:16][CH3:17])[cH:15]2)[cH:9]1.[CH3:26][NH2:27].[ClH:30].[Na+:31].[Na:29].[OH2:36].[OH:32][C:33](=[O:34])[O-:35]>>[CH:1]([CH3:2])([c:4]1[c:5]([OH:25])[c:6]([CH2:22][CH:23]=[CH2:24])[cH:7][c:8](-[c:10]2[c:11]([OH:21])[c:12]([CH2:18][CH:19]=[CH2:20])[cH:13][c:14]([CH2:16][CH3:17])[cH:15]2)[cH:9]1)[NH:27][CH3:26]. As a reaction SMILES: [CH2:3]([CH3:4])[O:5][C:6]([CH2:7][CH2:8][CH2:9][CH2:10][CH2:11][O:12][c:13]1[cH:14][cH:15][c:16]([CH:19]2[O:20][CH:21]3[CH:22]([O:23]2)[CH:24]([n:31]2[c:32](=[O:38])[nH:33][c:34](=[O:37])[cH:35][cH:36]2)[O:25][CH:26]3[CH2:27][N:28]=[N+:29]=[N-:30])[cH:17][cH:18]1)=[O:39].[CH3:42][CH2:43][OH:44].[ClH:40].[Na+:2].[OH-:1].[OH2:41]>>[O:5]=[C:6]([CH2:7][CH2:8][CH2:9][CH2:10][CH2:11][O:12][c:13]1[cH:14][cH:15][c:16]([CH:19]2[O:20][CH:21]3[CH:22]([O:23]2)[CH:24]([n:31]2[c:32](=[O:38])[nH:33][c:34](=[O:37])[cH:35][cH:36]2)[O:25][CH:26]3[CH2:27][N:28]=[N+:29]=[N-:30])[cH:17][cH:18]1)[OH:39]. Yields the product [N-]=[N+]=NCC1OC(n2ccc(=O)[nH]c2=O)C2OC(c3ccc(OCCCCCC(=O)O)cc3)OC12. Reactants: CCOC(=O)CCCCCOc1ccc(C2OC3C(CN=[N+]=[N-])OC(n4ccc(=O)[nH]c4=O)C3O2)cc1, CCO, Cl, [Na+], [OH-], O. Reactants: CC1(OCC(C(O1)CSC)CNC)C (1-((4RS,5RS)-2,2-dimethyl-4-(methylthiomethyl)-1,3-dioxan-5-yl)-N-methylmethanamine), C=1N=C2C(=C(N1)N)N=CC2 (9-deazaadenine), C=O (formaldehyde), N.CO (NH3 MeOH). Solvent: O1CCOCC1 (dioxane), O (water), C(Cl)Cl (CH2Cl2). Reaction conditions: temperature 85 celsius, time 3 day. The product is N.CO (NH3 MeOH), CC1(OCC(C(O1)CSC)CN(C)CC1=CNC2=C1N=CN=C2N)C (7-(((((4RS,5RS)-2,2-dimethyl-4-(methylthiomethyl)-1,3-dioxan-5-yl)methyl)(methyl)amino)methyl)-5H-pyrrolo[3,2-d]pyrimidin-4-amine). Isolated yield 135.8%. Reaction SMILES: [CH3:1][C:2]1([CH3:14])[O:7][CH:6]([CH2:8][S:9][CH3:10])[CH:5]([CH2:11][NH:12][CH3:13])[CH2:4][O:3]1.[CH:15]1[N:16]=[C:17]2[CH2:24][CH:23]=[N:22][C:18]2=[C:19]([NH2:21])[N:20]=1.[CH2:25]=O.N.CO>O1CCOCC1.O.C(Cl)Cl>[NH3:12].[CH3:2][OH:3].[CH3:1][C:2]1([CH3:14])[O:7][CH:6]([CH2:8][S:9][CH3:10])[CH:5]([CH2:11][N:12]([CH2:25][C:24]2[C:17]3[N:16]=[CH:15][N:20]=[C:19]([NH2:21])[C:18]=3[NH:22][CH:23]=2)[CH3:13])[CH2:4][O:3]1 |f:3.4,8.9|. Procedure: To a solution of 1-((4RS,5RS)-2,2-dimethyl-4-(methylthiomethyl)-1,3-dioxan-5-yl)-N-methylmethanamine (30 mg, 137 μmol) in dioxane (2 mL) and water (0.5 mL) was added 9-deazaadenine (27.5 mg, 205 μmol) and 37% aqueous formaldehyde (15.86 μl, 205 μmol). The reaction mixture was heated at 85° C. for 15 mins and then cooled and 7N NH3/MeOH (2.5 mL) was added. The solution was allowed to stand at RT for 3 days and concentrated to dryness. Chromatography (10% 7N NH3/MeOH in CH2Cl2) gave 7-(((((4RS,5RS... The reagents and catalysts are O1B(OC(C)(C)C1(C)C)B2OC(C)(C)C(O2)(C)C, N=1C=CC=CC1C=NN(CC=2C=CC=CC2)CC=3C=CC=CC3, O1BOC(C)(C)C1(C)C, C[OH2+].C[OH2+].C1CC=CCCC=C1.C1CC=CCCC=C1.[Ir].[Ir]. Reaction conditions: temperature 80 celsius, time 8 hour. Isolated yield 73.0%. Procedure: Following the general procedure, column chromatography in neutral alumina (EtOAc/n-hexane 1:10) afforded 11g (112 mg, 73 %). The solvent is O1CCCC1. The product is ClC1=CC=C(C=NN(C)C)C(=C1)B2OC(C)(C)C(O2)(C)C. Starting materials: ClC1=CC=C(C=NN(C)C)C=C1. Starting materials: O=c1[nH]c(=O)c2c(ncn2Cc2ccccc2)[nH]1, CC(C)CBr, CN(C)C=O, CO, [H-], [Na+], O. The product is CC(C)Cn1c(=O)[nH]c(=O)c2c1ncn2Cc1ccccc1. RXN SMILES: [CH2:1]([c:2]1[cH:3][cH:4][cH:5][cH:6][cH:7]1)[n:8]1[cH:9][n:10][c:11]2[nH:12][c:13](=[O:18])[nH:14][c:15](=[O:17])[c:16]12.[CH2:21]([CH:22]([CH3:23])[CH3:24])[Br:25].[CH3:26][N:27]([CH3:28])[CH:29]=[O:30].[CH3:32][OH:33].[H-:19].[Na+:20].[OH2:31]>>[CH2:1]([c:2]1[cH:3][cH:4][cH:5][cH:6][cH:7]1)[n:8]1[cH:9][n:10][c:11]2[n:12]([CH2:21][CH:22]([CH3:23])[CH3:24])[c:13](=[O:18])[nH:14][c:15](=[O:17])[c:16]12.